From a dataset of the Open Reaction Database (ORD), a public repository of structured organic reaction records. describe an organic reaction: reactants, conditions, products, and yield The solvent is C(C)(=O)O (acetic acid). Reported procedure: 100 mg (0.25 mmol) of 4-[(1E,3S)-3-amino-4-phenylbut-1-en-1-yl]benzenesulphonic acid trifluoroacetate were suspended in 10 ml of acetic acid and a few drops of DMF and water, admixed with 70 mg (0.07 mmol) of palladium on charcoal (10%) and hydrogenated at hydrogen pressure 2.2 bar for 24 h. The solution was filtered and the filtrate purified by prep. HPLC. Reactants: O (water), [H][H] (hydrogen), FC(C(=O)O)(F)F.N[C@H](/C=C/C1=CC=C(C=C1)S(=O)(=O)O)CC1=CC=CC=C1 (4-[(1E,3S)-3-amino-4-phenylbut-1-en-1-yl]benzenesulphonic acid trifluoroacetate). The reagents and catalysts are CN(C)C=O (DMF), [Pd] (palladium on charcoal). Yields the product N[C@H](CCC1=CC=C(C=C1)S(=O)(=O)O)CC1=CC=CC=C1 (4-[(3R)-3-amino-4-phenylbutyl]benzenesulphonic acid). RXN SMILES: FC(F)(F)C(O)=O.[NH2:8][C@@H:9]([CH2:22][C:23]1[CH:28]=[CH:27][CH:26]=[CH:25][CH:24]=1)/[CH:10]=[CH:11]/[C:12]1[CH:17]=[CH:16][C:15]([S:18]([OH:21])(=[O:20])=[O:19])=[CH:14][CH:13]=1.O.[H][H]>C(O)(=O)C.CN(C=O)C.[Pd]>[NH2:8][C@@H:9]([CH2:22][C:23]1[CH:24]=[CH:25][CH:26]=[CH:27][CH:28]=1)[CH2:10][CH2:11][C:12]1[CH:13]=[CH:14][C:15]([S:18]([OH:21])(=[O:19])=[O:20])=[CH:16][CH:17]=1 |f:0.1|. Reactants: BrC=1C=CC(=NC1)CNOC (N-(5-Bromo-pyridin-2-ylmethyl)-O-methyl-hydroxylamine), C[Si](C)(C)[N-][Si](C)(C)C.[Na+] (sodium bis(trimethylsilyl)-amide), S(=O)(=O)(C)Cl (mesyl chloride). Solvent: O1CCCC1 (tetrahydrofuran), [Cl-].[NH4+] (ammonium chloride). Reaction conditions: time 16 hour. Yields the product BrC=1C=CC(=NC1)CN(S(=O)(=O)C)OC (N-(5-Bromo-pyridin-2-ylmethyl)-N-methoxy-methane sulfonamide). The yield is 36.8%. RXN SMILES: [Br:1][C:2]1[CH:3]=[CH:4][C:5]([CH2:8][NH:9][O:10][CH3:11])=[N:6][CH:7]=1.C[Si]([N-][Si](C)(C)C)(C)C.[Na+].[S:22](Cl)([CH3:25])(=[O:24])=[O:23]>O1CCCC1.[Cl-].[NH4+]>[Br:1][C:2]1[CH:3]=[CH:4][C:5]([CH2:8][N:9]([O:10][CH3:11])[S:22]([CH3:25])(=[O:24])=[O:23])=[N:6][CH:7]=1 |f:1.2,5.6|. Procedure: To a stirred solution of N-(5-Bromo-pyridin-2-ylmethyl)-O-methyl-hydroxylamine (0.6 g, 2.765 mmol) in tetrahydrofuran (10 mL) is added sodium bis(trimethylsilyl)-amide (0.6 g, 3.318 mmol) and mesyl chloride (0.37 g, 3.318 mmol) at 0° C. The reaction mixture is stirred at room temperature for 16 hours. Reaction mixture diluted with saturated ammonium chloride solution and extracted with ethyl acetate. Organic layer is dried over sodium sulphate, solvent is evaporated in vacuo and purified by flas... Reactants: ClC1=NC=C(C=C1Cl)C(F)(F)F (2,3-dichloro-5-(trifluoromethyl)pyridine), CN1N=C2C=CC(=CC2=C1)CNS(=O)(=O)C1=CC=C(C(=O)OC)C=C1 (Methyl 4-(N-((2-methyl-2H-indazol-5-yl)methyl)sulfamoyl)benzoate). Product: ClC=1C(=NC=C(C1)C(F)(F)F)N(S(=O)(=O)C1=CC=C(C(=O)OC)C=C1)CC1=CC2=CN(N=C2C=C1)C (Methyl 4-(N-(3-chloro-5-(trifluoromethyl)pyridin-2-yl)-N-((2-methyl-2H-indazol-5-yl)methyl)sulfamoyl)benzoate). RXN SMILES: Cl[C:2]1[C:7]([Cl:8])=[CH:6][C:5]([C:9]([F:12])([F:11])[F:10])=[CH:4][N:3]=1.[CH3:13][N:14]1[CH:22]=[C:21]2[C:16]([CH:17]=[CH:18][C:19]([CH2:23][NH:24][S:25]([C:28]3[CH:37]=[CH:36][C:31]([C:32]([O:34][CH3:35])=[O:33])=[CH:30][CH:29]=3)(=[O:27])=[O:26])=[CH:20]2)=[N:15]1>>[Cl:8][C:7]1[C:2]([N:24]([CH2:23][C:19]2[CH:18]=[CH:17][C:16]3[C:21](=[CH:22][N:14]([CH3:13])[N:15]=3)[CH:20]=2)[S:25]([C:28]2[CH:29]=[CH:30][C:31]([C:32]([O:34][CH3:35])=[O:33])=[CH:36][CH:37]=2)(=[O:27])=[O:26])=[N:3][CH:4]=[C:5]([C:9]([F:12])([F:11])[F:10])[CH:6]=1. Procedure: The titled compound was prepared according to the procedure described in step-2 of Example 1 from 2,3-dichloro-5-(trifluoromethyl)pyridine and methyl 4-(N-((2-methyl-2H-indazol-5-yl)methyl)sulfamoyl)benzoate (step-1 of Example 16). Reactants: C(C)OC(C=1SC(=CC1)[Sn](CCCC)(CCCC)CCCC)OCC (2-(diethoxymethyl)-5-(tributylstannyl)-thiophene), C(C)OC(C=1OC=CC1)OCC (2-(diethoxymethyl)furan). The product is C(C)OC(C=1OC(=CC1)[Sn](CCCC)(CCCC)CCCC)OCC (2-(diethoxymethyl)-5-(tributylstannyl) furan). Yield: 82.0%. RXN SMILES: [CH2:1]([O:3][CH:4]([O:23][CH2:24][CH3:25])[C:5]1S[C:7]([Sn:10]([CH2:19][CH2:20][CH2:21][CH3:22])([CH2:15][CH2:16][CH2:17][CH3:18])[CH2:11][CH2:12][CH2:13][CH3:14])=[CH:8][CH:9]=1)[CH3:2].C([O:28]C(OCC)C1OC=CC=1)C>>[CH2:1]([O:3][CH:4]([O:23][CH2:24][CH3:25])[C:5]1[O:28][C:7]([Sn:10]([CH2:19][CH2:20][CH2:21][CH3:22])([CH2:15][CH2:16][CH2:17][CH3:18])[CH2:11][CH2:12][CH2:13][CH3:14])=[CH:8][CH:9]=1)[CH3:2]. Reported procedure: Following the procedure for preparing 2-(diethoxymethyl)-5-(tributylstannyl)-thiophene as described in step (1) of Example 1, 17 g (10 mmol) of 2-(diethoxymethyl)furan was converted to 32.6 g (82% yield) of 2-(diethoxymethyl)-5-(tributylstannyl) furan (bp 110° C., 1 torr). The reactants are Cc1ccc(CCC=O)c(C)c1, Cc1cn(CCN)c(C)n1. Product: Cc1ccc(CCC2NCCn3c(C)nc(C)c32)c(C)c1. Reaction SMILES: [CH3:11][c:12]1[c:13]([CH2:19][CH2:20][CH:21]=[O:22])[cH:14][cH:15][c:16]([CH3:18])[cH:17]1.[CH3:1][c:2]1[n:3]([CH2:8][CH2:9][NH2:10])[cH:4][c:5]([CH3:7])[n:6]1>>[CH3:1][c:2]1[n:3]2[c:4]([c:5]([CH3:7])[n:6]1)[CH:21]([CH2:20][CH2:19][c:13]1[c:12]([CH3:11])[cH:17][c:16]([CH3:18])[cH:15][cH:14]1)[NH:10][CH2:9][CH2:8]2. The reactants are CCO, Cl, O=C1c2cccc([N+](=O)[O-])c2C(=O)N1CCCn1ccnc1. Product: Cl, Nc1cccc2c1C(=O)N(CCCn1ccnc1)C2=O. As a reaction SMILES: [CH3:24][CH2:25][OH:26].[ClH:23].[N+:1]([O-:2])(=[O:3])[c:4]1[c:5]2[c:9]([cH:10][cH:11][cH:12]1)[C:8](=[O:13])[N:7]([CH2:14][CH2:15][CH2:16][n:17]1[cH:18][n:19][cH:20][cH:21]1)[C:6]2=[O:22]>>[ClH:23].[NH2:1][c:4]1[c:5]2[c:9]([cH:10][cH:11][cH:12]1)[C:8](=[O:13])[N:7]([CH2:14][CH2:15][CH2:16][n:17]1[cH:18][n:19][cH:20][cH:21]1)[C:6]2=[O:22].